This data is from the Open Reaction Database (ORD), a public repository of structured organic reaction records. The task is: describe an organic reaction: reactants, conditions, products, and yield The solvent is O (water). Yields the product FC(C(=O)O)(F)F.CC1=NNC=2N=C(C=3C=CC(=C(C3C21)OCC2CCN(CC2)C)OC)C2=CC=C(C=C2)O (4-(1-methyl-8-(methyloxy)-9-{[(1-methylpiperidin-4-yl)methyl]oxy}-3H-pyrazolo[3,4-c]isoquinolin-5-yl)phenol trifluoroacetate). Starting materials: FC(C(=O)O)(F)F.CC1=NNC=2N=C(C=3C=CC(=C(C3C21)OCC2CCNCC2)OC)C2=CC=C(C=C2)O (4-{1-methyl-8-(methyloxy)-9-[(piperidin-4-ylmethyl)oxy]-3H-pyrazolo[3,4-c]isoquinolin-5-yl)phenol hydrogen trifluoroacetate), C=O (formaldehyde), C(=O)O (formic acid). RXN SMILES: [F:1][C:2]([F:7])([F:6])[C:3]([OH:5])=[O:4].[CH3:8][C:9]1[C:21]2[C:20]3[C:19]([O:22][CH2:23][CH:24]4[CH2:29][CH2:28][NH:27][CH2:26][CH2:25]4)=[C:18]([O:30][CH3:31])[CH:17]=[CH:16][C:15]=3[C:14]([C:32]3[CH:37]=[CH:36][C:35]([OH:38])=[CH:34][CH:33]=3)=[N:13][C:12]=2[NH:11][N:10]=1.C=O.[CH:41](O)=O>O>[F:1][C:2]([F:7])([F:6])[C:3]([OH:5])=[O:4].[CH3:8][C:9]1[C:21]2[C:20]3[C:19]([O:22][CH2:23][CH:24]4[CH2:29][CH2:28][N:27]([CH3:41])[CH2:26][CH2:25]4)=[C:18]([O:30][CH3:31])[CH:17]=[CH:16][C:15]=3[C:14]([C:32]3[CH:33]=[CH:34][C:35]([OH:38])=[CH:36][CH:37]=3)=[N:13][C:12]=2[NH:11][N:10]=1 |f:0.1,5.6|. Procedure details: To 4-{1-methyl-8-(methyloxy)-9-[(piperidin-4-ylmethyl)oxy]-3H-pyrazolo[3,4-c]isoquinolin-5-yl)phenol hydrogen trifluoroacetate (47 mg, 0.11 mmol) was added 37% aqueous formaldehyde (10 μL) and formic acid (150 μL). The mixture was heated to 110° C. for 1.5 h before cooling to rt. The mixture was diluted with a 1:1 mixture of water:acetonitrile and purified by preparative HPLC. The fractions containing desired product were combined, concentrated, and lyophilized to provide 4-(1-methyl-8-(methylox... Run at temperature 110 celsius. Isolated yield 23.0%. Reactants: O=C([O-])[O-], C1CCNCC1, Cc1ccn2cc(-c3ccc(C#CCCOS(C)(=O)=O)cc3)nc2c1, CO, CC#N, ClCCl, [K+], [K+]. Product: Cc1ccn2cc(-c3ccc(C#CCCN4CCCCC4)cc3)nc2c1. Reaction SMILES: [C:32](=[O:33])([O-:34])[O-:35].[CH2:26]1[CH2:27][CH2:28][NH:29][CH2:30][CH2:31]1.[CH3:1][S:2]([O:3][CH2:6][CH2:7][C:8]#[C:9][c:10]1[cH:11][cH:12][c:13](-[c:16]2[n:17][c:18]3[n:19]([cH:20][cH:21][c:22]([CH3:24])[cH:23]3)[cH:25]2)[cH:14][cH:15]1)(=[O:4])=[O:5].[CH3:41][OH:42].[CH3:43][C:44]#[N:45].[Cl:38][CH2:39][Cl:40].[K+:36].[K+:37]>>[CH2:6]([CH2:7][C:8]#[C:9][c:10]1[cH:11][cH:12][c:13](-[c:16]2[n:17][c:18]3[n:19]([cH:20][cH:21][c:22]([CH3:24])[cH:23]3)[cH:25]2)[cH:14][cH:15]1)[N:29]1[CH2:28][CH2:27][CH2:26][CH2:31][CH2:30]1. The reactants are C(C)OC(\C=C\C1=CC(=C(C=C1)N)O)=O ((E)-3-(4-Amino-3-hydroxy-phenyl)-acrylic acid ethyl ester), N(=O)[O-].[Na+] (sodium nitrite), Cl (HCl), Cl (HCl). The reagents and catalysts are [Cu]Cl (copper (I) chloride). The solvent is O (water), O (water). The product is C(C)OC(\C=C\C1=CC(=C(C=C1)Cl)O)=O ((E)-3-(4-chloro-3-hydroxy-phenyl)-acrylic acid ethyl ester). As a reaction SMILES: [CH2:1]([O:3][C:4](=[O:15])/[CH:5]=[CH:6]/[C:7]1[CH:12]=[CH:11][C:10](N)=[C:9]([OH:14])[CH:8]=1)[CH3:2].N([O-])=O.[Na+].[ClH:20]>O.[Cu]Cl>[CH2:1]([O:3][C:4](=[O:15])/[CH:5]=[CH:6]/[C:7]1[CH:12]=[CH:11][C:10]([Cl:20])=[C:9]([OH:14])[CH:8]=1)[CH3:2] |f:1.2|. Reported procedure: (E)-3-(4-Amino-3-hydroxy-phenyl)-acrylic acid ethyl ester (2.76 g, 13.3 mmol) was suspended in HCl solution (6N, 4 ml), and sodium nitrite solution in water (960 mg, 14 mmol) was added at 0° C. The resulting suspension was added at 0° C. to a solution of copper (I) chloride (2 g, 16 mmol) in concentrated HCl (4 ml). The mixture was slowly warmed to RT and heated to 60° C. for 30 min., shaking occasionally. Then it was cooled to RT, diluted with water and extracted with DCM, which was dried and e... The reactants are C(C)C1C(CC(C(C(OC(C2CCCCN2C(C(C2(C(CC(C(C(CC(CC(=C1)C)C)OC)O2)OC)C)O)=O)=O)=O)C(=CC2CC(C(CC2)O)O)C)C)O)=O (17-ethyl-1,14-dihydroxy-12-[2'-(3",4"-dihydroxycyclohexyl)-1'-methylvinyl]-23,25-dimethoxy-13,19,21,27-tetramethyl-11,28-dioxa-4-azatricyclo[22.3.1.04,9 ]octacos-18-ene-2,3,10,16-tetraone), C(C)(=O)O.C(C)(=O)O.COC=1C=C2C=CC(=CC2=CC1)[Bi](C1=CC2=CC=C(C=C2C=C1)OC)C1=CC2=CC=C(C=C2C=C1)OC (tri-(6-methoxy-2-naphthyl) bismuth diacetate). The reagents and catalysts are CC(=O)[O-].CC(=O)[O-].[Cu+2] (Cu(OAc)2). Solvent: C(=O)(O)[O-].[Na+] (NaHCO3), C(Cl)Cl (methylene chloride). Reaction conditions: temperature 40 celsius. The product is C(C)C1C(CC(C(C(OC(C2CCCCN2C(C(C2(C(CC(C(C(CC(CC(=C1)C)C)OC)O2)OC)C)O)=O)=O)=O)C(=CC2CC(C(CC2)OC2=CC1=CC=C(C=C1C=C2)OC)O)C)C)O)=O (17-ethyl-1,14-dihydroxy-12-[2'-(4"-(6'"-methoxynaphth-2-yloxy)-3"-hydroxycyclohexyl)-1'-methylvinyl]-23,25-dimethoxy-13,19,21,27-tetramethyl-11,28-dioxa-4-azatricyclo[22.3.1.04,9 ]octacos-18-ene-2,3,-10,16-tetraone), C(C)C1C(CC(C(C(OC(C2CCCCN2C(C(C2(C(CC(C(C(CC(CC(=C1)C)C)OC)O2)OC)C)O)=O)=O)=O)C(=CC2CC(C(CC2)O)OC2=CC1=CC=C(C=C1C=C2)OC)C)C)O)=O (17-ethyl-1,14-dihydroxy-12-[2'-(3"-(6'"-methoxy-naphth-2-yloxy)-4"-hydroxycyclohexyl)-1'-methylvinyl]-23,25-dimethoxy-13,19,21,27-tetramethyl-11,28-dioxa-4-azatricyclo[22.3.1.04,9 ]octacos-18-ene-2,3,10,16-tetraone). Reaction SMILES: [C:1]([OH:4])(=[O:3])[CH3:2].[C:5](O)(=[O:7])C.[CH3:9][O:10][C:11]1[CH:12]=[C:13]2[C:18](=[CH:19][CH:20]=1)[CH:17]=[C:16]([Bi](C1C=CC3C(=CC=C(OC)C=3)C=1)[C:22]1[CH:31]=[CH:30][C:29]3[C:24](=[CH:25][CH:26]=[C:27](OC)[CH:28]=3)[CH:23]=1)[CH:15]=[CH:14]2.[CH2:46]([CH:48]1[CH:74]=[C:73]([CH3:75])[CH2:72][CH:71]([CH3:76])[CH2:70][CH:69]([O:77][CH3:78])[CH:68]2[O:79][C:64]([OH:83])([CH:65]([CH3:82])[CH2:66][CH:67]2[O:80][CH3:81])[C:63](=[O:84])[C:62](=[O:85])[N:61]2[CH:56]([CH2:57][CH2:58][CH2:59][CH2:60]2)[C:55](=[O:86])[O:54][CH:53]([C:87]([CH3:97])=[CH:88][CH:89]2[CH2:94][CH2:93][CH:92]([OH:95])[CH:91]([OH:96])[CH2:90]2)[CH:52]([CH3:98])[CH:51]([OH:99])[CH2:50][C:49]1=[O:100])[CH3:47]>C(Cl)Cl.C([O-])(O)=O.[Na+].CC([O-])=O.CC([O-])=O.[Cu+2]>[CH2:46]([CH:48]1[CH:74]=[C:73]([CH3:75])[CH2:72][CH:71]([CH3:76])[CH2:70][CH:69]([O:77][CH3:78])[CH:68]2[O:79][C:64]([OH:83])([CH:65]([CH3:82])[CH2:66][CH:67]2[O:80][CH3:81])[C:63](=[O:84])[C:62](=[O:85])[N:61]2[CH:56]([CH2:57][CH2:58][CH2:59][CH2:60]2)[C:55](=[O:86])[O:54][CH:53]([C:87]([CH3:97])=[CH:88][CH:89]2[CH2:94][CH2:93][CH:92]([O:95][C:16]3[CH:15]=[CH:14][C:13]4[C:18](=[CH:19][CH:20]=[C:11]([O:10][CH3:9])[CH:12]=4)[CH:17]=3)[CH:91]([OH:96])[CH2:90]2)[CH:52]([CH3:98])[CH:51]([OH:99])[CH2:50][C:49]1=[O:100])[CH3:47].[CH2:46]([CH:48]1[CH:74]=[C:73]([CH3:75])[CH2:72][CH:71]([CH3:76])[CH2:70][CH:69]([O:77][CH3:78])[CH:68]2[O:79][C:64]([OH:83])([CH:65]([CH3:82])[CH2:66][CH:67]2[O:80][CH3:81])[C:63](=[O:84])[C:62](=[O:85])[N:61]2[CH:2]([CH2:57][CH2:58][CH2:59][CH2:60]2)[C:1](=[O:4])[O:3][CH:53]([C:87]([CH3:97])=[CH:88][CH:89]2[CH2:94][CH2:93][CH:92]([OH:95])[CH:91]([O:96][C:27]3[CH:26]=[CH:25][C:24]4[C:29](=[CH:30][CH:31]=[C:22]([O:7][CH3:5])[CH:23]=4)[CH:28]=3)[CH2:90]2)[CH:52]([CH3:98])[CH:51]([OH:99])[CH2:50][C:49]1=[O:100])[CH3:47] |f:0.1.2,5.6,7.8.9|. Procedure: To a solution of tri-(6-methoxy-2-naphthyl) bismuth diacetate (22 mg, 0.028 mmol, 1 eq) in methylene chloride (2 ml) in a 10 mL round bottom flask equipped with a stir bar was added 17-ethyl-1,14-dihydroxy-12-[2'-(3",4"-dihydroxycyclohexyl)-1'-methylvinyl]-23,25-dimethoxy-13,19,21,27-tetramethyl-11,28-dioxa-4-azatricyclo[22.3.1.04,9 ]octacos-18-ene-2,3,10,16-tetraone (22 mg, 0.028 mmol, 1 eq). To the reaction mixture was added a catalytic amount of Cu(OAc)2 (approximately 20 mg). The reaction fl... Starting materials: 50, ClC1=NC=CC=C1[N+](=O)[O-] (2-chloro-3-nitropyridine), N1=C(C=CC=C1)CN (2-pyridinemethanamine), C([O-])([O-])=O.[Na+].[Na+] (sodium carbonate). Run in CN(C(C)=O)C (N,N-dimethylacetamide). Reaction conditions: temperature 100 celsius, time 1 hour. Product: 56.4, [N+](=O)([O-])C=1C(=NC=CC1)NCC1=NC=CC=C1 (N-(3-nitro-2-pyridinyl)-2-pyridinemethanamine). RXN SMILES: Cl[C:2]1[C:7]([N+:8]([O-:10])=[O:9])=[CH:6][CH:5]=[CH:4][N:3]=1.[N:11]1[CH:16]=[CH:15][CH:14]=[CH:13][C:12]=1[CH2:17][NH2:18].C(=O)([O-])[O-].[Na+].[Na+]>CN(C)C(=O)C>[N+:8]([C:7]1[C:2]([NH:18][CH2:17][C:12]2[CH:13]=[CH:14][CH:15]=[CH:16][N:11]=2)=[N:3][CH:4]=[CH:5][CH:6]=1)([O-:10])=[O:9] |f:2.3.4|. Procedure: A mixture of 50 parts of 2-chloro-3-nitropyridine, 32.5 parts of 2-pyridinemethanamine, 53 parts of sodium carbonate and 675 parts of N,N-dimethylacetamide was stirred for 1 hour at 100° C. The reaction mixture was cooled and filtered over Hyflo. The filtrate was poured onto 1000 parts of water and the whole was stirred overnight at room temperature. The product was filtered off and dried, yielding 56.4 parts of N-(3-nitro-2-pyridinyl)-2-pyridinemethanamine; mp. 113.6° C. (intermediate 3). The reactants are C(CC(=O)O)(=O)O (Malonic acid), C(CCCCCC)=O (n-heptaldehyde). Solvent: N1=CC=CC=C1 (pyridine), ice water. Run at time 60 hour. Yields the product C(\C=C\CCCCCC)(=O)O (trans-2-nonenoic acid). The yield is 64.0%. As a reaction SMILES: [C:1]([OH:7])(=[O:6])[CH2:2][C:3](O)=O.[CH:8](=O)[CH2:9][CH2:10][CH2:11][CH2:12][CH2:13]C>N1C=CC=CC=1>[C:1]([OH:7])(=[O:6])/[CH:2]=[CH:3]/[CH2:8][CH2:9][CH2:10][CH2:11][CH2:12][CH3:13]. Reported procedure: Malonic acid (342 g, 3.3 mole) is dissolved in 555 ml of dry pyridine (slightly exothermic). The mixture is cooled in ice water and n-heptaldehyde (342 g, 3.0 mole) is added with stirring. After the addition is complete, the ice bath is removed and the mixture allowed to stand at room temperature for 60 hours, and then heated on a steam bath for 8 hours. The reaction mixture is poured onto an equal volume of water. The organic layer is separated, washed with 900 ml 25% HCl, taken up in benzene, ... Reactants: C(C1=CC=CC=C1)OC=1C=C2C=C(NC2=CC1)C(=O)O (5-benzyloxyindole-2-carboxylic acid), C(C)NC=1C(=NC=CC1)N1CCNCC1 (1-(3-ethylamino-2-pyridinyl)piperazine), C(=O)(N1C=NC=C1)N1C=NC=C1 (1,1'-carbonyldiimidazole). Reported procedure: Following the general procedure of EXAMPLE 16 and making non-critical variations but starting with 5-benzyloxyindole-2-carboxylic acid (1.0 g), 1-(3-ethylamino-2-pyridinyl)piperazine (International Publication WO 87/01706, 0.81 g), 1,1'-carbonyldiimidazole (0.61 g) and THF (7 ml), the title compound is obtained, mp 192°-193°. As a reaction SMILES: [CH2:1]([O:8][C:9]1[CH:10]=[C:11]2[C:15](=[CH:16][CH:17]=1)[NH:14][C:13]([C:18]([OH:20])=O)=[CH:12]2)[C:2]1[CH:7]=[CH:6][CH:5]=[CH:4][CH:3]=1.[CH2:21]([NH:23][C:24]1[C:25]([N:30]2[CH2:35][CH2:34][NH:33][CH2:32][CH2:31]2)=[N:26][CH:27]=[CH:28][CH:29]=1)[CH3:22].C(N1C=CN=C1)(N1C=CN=C1)=O>C1COCC1>[CH3:22][CH2:21][NH:23][C:24]1[CH:29]=[CH:28][CH:27]=[N:26][C:25]=1[N:30]1[CH2:35][CH2:34][N:33]([C:18]([C:13]2[NH:14][C:15]3[CH:16]=[CH:17][C:9]([O:8][CH2:1][C:2]4[CH:3]=[CH:4][CH:5]=[CH:6][CH:7]=4)=[CH:10][C:11]=3[CH:12]=2)=[O:20])[CH2:32][CH2:31]1. Yields the product CCNC1=C(N=CC=C1)N2CCN(CC2)C(=O)C3=CC4=C(N3)C=CC(=C4)OCC5=CC=CC=C5 (1-[5-Benzyloxyindolyl-2-carbonyl]-4-[3-(ethylamino)-2-pyridinyl]piperazine). Run in C1CCOC1 (THF). As a reaction SMILES: COC1C=CC(C[CH:8]([C:12]2[CH:17]=[CH:16][CH:15]=[C:14]([CH2:18][CH2:19][NH:20][C:21]([CH:23]3[C:32]4[C:27](=[CH:28][CH:29]=[CH:30][CH:31]=4)[C:26](=[O:33])[N:25]([CH:34]4[CH2:39][CH2:38][CH2:37][CH2:36][CH:35]4[OH:40])[CH:24]3[C:41]3[CH:46]=[CH:45][C:44]([Cl:47])=[CH:43][C:42]=3[Cl:48])=[O:22])[CH:13]=2)[C:9]([O-:11])=[O:10])=CC=1.FC(F)(F)C(O)=O>C(Cl)CCl>[Cl:48][C:42]1[CH:43]=[C:44]([Cl:47])[CH:45]=[CH:46][C:41]=1[CH:24]1[CH:23]([C:21]([NH:20][CH2:19][CH2:18][C:14]2[CH:13]=[C:12]([CH2:8][C:9]([OH:11])=[O:10])[CH:17]=[CH:16][CH:15]=2)=[O:22])[C:32]2[C:27](=[CH:28][CH:29]=[CH:30][CH:31]=2)[C:26](=[O:33])[N:25]1[CH:34]1[CH2:39][CH2:38][CH2:37][CH2:36][CH:35]1[OH:40]. Conditions: time 4 hour. Yield: 41.1%. The product is ClC1=C(C=CC(=C1)Cl)C1N(C(C2=CC=CC=C2C1C(=O)NCCC=1C=C(C=CC1)CC(=O)O)=O)C1C(CCCC1)O ((3-{2-[({(3RS,4RS)-3-(2,4-dichlorophenyl)-2-[(1SR,2SR)-2-hydroxycyclohexyl]-1-oxo-1,2,3,4-tetrahydroisoquinolin-4-yl}carbonyl)amino]ethyl}phenyl)acetic acid). Procedure: To a mixture of 990 mg of 4-methoxybenzyl(3-{2-[({(3RS,4RS)-3-(2,4-dichlorophenyl)-2-[(1SR,2SR)-2-hydroxycyclohexyl]-1-oxo-1,2,3,4-tetrahydroisoquinolin-4-yl}carbonyl)amino]ethyl}phenyl)acetate and 10 ml of ethylene chloride was added 10 ml of trifluoroacetic acid at room temperature, followed by stirring for 4 hours. The reaction solution was concentrated under reduced pressure. The residue was dissolved in 20 mL of methanol, and 20 mL of a saturated aqueous sodium hydrogen carbonate solution w... Starting materials: COC1=CC=C(CC(C(=O)[O-])C2=CC(=CC=C2)CCNC(=O)C2C(N(C(C3=CC=CC=C23)=O)C2C(CCCC2)O)C2=C(C=C(C=C2)Cl)Cl)C=C1 (4-methoxybenzyl(3-{2-[({(3RS,4RS)-3-(2,4-dichlorophenyl)-2-[(1SR,2SR)-2-hydroxycyclohexyl]-1-oxo-1,2,3,4-tetrahydroisoquinolin-4-yl}carbonyl)amino]ethyl}phenyl)acetate), FC(C(=O)O)(F)F (trifluoroacetic acid). The solvent is C(CCl)Cl (ethylene chloride). The reactants are ClC1=NC=2C=CC=CC2C2=C1N=CN2CC(C)C (4-Chloro-1-(2-methylpropyl)-1H-imidazo[4,5-c]quinoline), NN (hydrazine), C(C)(=O)O (acetic acid). Solvent: O (water), O (water). The product is N(N)C1=NC=2C=CC=CC2C2=C1N=CN2CC(C)C (4-hydrazino-1-(2-methylpropyl)-1H-imidazo[4,5-c]quinoline). RXN SMILES: Cl[C:2]1[C:11]2[N:12]=[CH:13][N:14]([CH2:15][CH:16]([CH3:18])[CH3:17])[C:10]=2[C:9]2[CH:8]=[CH:7][CH:6]=[CH:5][C:4]=2[N:3]=1.[NH2:19][NH2:20].C(O)(=O)C>O>[NH:19]([C:2]1[C:11]2[N:12]=[CH:13][N:14]([CH2:15][CH:16]([CH3:18])[CH3:17])[C:10]=2[C:9]2[CH:8]=[CH:7][CH:6]=[CH:5][C:4]=2[N:3]=1)[NH2:20]. Reported procedure: 4-Chloro-1-(2-methylpropyl)-1H-imidazo[4,5-c]quinoline (10.0 g, 0.0385 moles, U.S. Pat. No. 4,689,338 Example 77) was added to hydrazine (30 mL). The mixture heated rapidly to reflux. The solid dissolved with a vigorous heat of reaction then a precipitate formed as the reaction mixture refluxed. The reaction mixture was diluted with water. The precipitate was isolated by filtration then suspended in water (100 mL). The solid was brought into solution by the addition of acetic acid. The solution ... Starting materials: three, N(=[N+]=[N-])C=1C(=C(C=CC1F)C1CC(NC1)=O)F (4-(3-azido-2,4-difluoro-phenyl)-pyrrolidin-2-one), C=O (formaldehyde), [OH-].[Na+] (NaOH). Run in CCO (EtOH). Yields the product N(=[N+]=[N-])C=1C(=C(C=CC1F)C1CC(N(C1)CO)=O)F (4-(3-azido-2,4-difluoro-phenyl)-1-hydroxymethyl-pyrrolidin-2-one). RXN SMILES: [N:1]([C:4]1[C:5]([F:17])=[C:6]([CH:11]2[CH2:15][NH:14][C:13](=[O:16])[CH2:12]2)[CH:7]=[CH:8][C:9]=1[F:10])=[N+:2]=[N-:3].[CH2:18]=[O:19].[OH-].[Na+]>CCO>[N:1]([C:4]1[C:5]([F:17])=[C:6]([CH:11]2[CH2:15][N:14]([CH2:18][OH:19])[C:13](=[O:16])[CH2:12]2)[CH:7]=[CH:8][C:9]=1[F:10])=[N+:2]=[N-:3] |f:2.3|. Reported procedure: In a 50 ml three necked flask fitted with a magnetic stirrer, under inert atmosphere, a solution of 4-(3-azido-2,4-difluoro-phenyl)-pyrrolidin-2-one a14 (1.84 g, 7.73 mmol), formaldehyde (35% w/w in water, 2.3 g) and NaOH (0.015 g) in EtOH (20 ml) is heated at 60° C. for 3 h. The reaction mixture is evaporated and dried azeotropically with toluene to give the crude alcohol which is purified by chromatography on silicagel (CH2Cl2/MeOH: 98/02 (v/v)) to give 4-(3-azido-2,4-difluoro-phenyl)-1-hydrox...